Dataset: the Open Reaction Database (ORD), a public repository of structured organic reaction records. Task: describe an organic reaction: reactants, conditions, products, and yield The reactants are FC1=CC(=CC=2N=C(OC21)C2=C(C=C(C=C2)S(=O)(=O)C)F)C2=CCN(CC2)C(=O)OC(C)(C)C (Tert-butyl 4-{7-fluoro-2-[2-fluoro-4-(methylsulfonyl)phenyl]benzo[d]oxazol-5-yl}-5,6-dihydropyridine-1(2H)-carboxylate), OCC1(O)[C@H](O)[C@H](O)[C@H](O)CO1 (Psi). Reagents/catalysts: [Pd] (Pd/C). The solvent is CO (MeOH), [H][H] (hydrogen). The product is FC1=CC(=CC=2N=C(OC21)C2=C(C=C(C=C2)S(=O)(=O)C)F)C2CCN(CC2)C(=O)OC(C)(C)C (Tert-butyl 4-{7-fluoro-2-[2-fluoro-4-(methylsulfonyl)phenyl]benzo[d]oxazol-5-yl}piperidine-1-carboxylate). Isolated yield 67.7%. As a reaction SMILES: [F:1][C:2]1[C:10]2[O:9][C:8]([C:11]3[CH:16]=[CH:15][C:14]([S:17]([CH3:20])(=[O:19])=[O:18])=[CH:13][C:12]=3[F:21])=[N:7][C:6]=2[CH:5]=[C:4]([C:22]2[CH2:27][CH2:26][N:25]([C:28]([O:30][C:31]([CH3:34])([CH3:33])[CH3:32])=[O:29])[CH2:24][CH:23]=2)[CH:3]=1.OCC1(OC[C@@H](O)[C@@H](O)[C@H]1O)O>CO.[H][H].[Pd]>[F:1][C:2]1[C:10]2[O:9][C:8]([C:11]3[CH:16]=[CH:15][C:14]([S:17]([CH3:20])(=[O:19])=[O:18])=[CH:13][C:12]=3[F:21])=[N:7][C:6]=2[CH:5]=[C:4]([CH:22]2[CH2:23][CH2:24][N:25]([C:28]([O:30][C:31]([CH3:34])([CH3:33])[CH3:32])=[O:29])[CH2:26][CH2:27]2)[CH:3]=1. Reported procedure: Following the general procedure-1 Tert-butyl 4-{7-fluoro-2-[2-fluoro-4-(methylsulfonyl)phenyl]benzo[d]oxazol-5-yl}-5,6-dihydropyridine-1(2H)-carboxylate (180 mg) obtained from intermediate 31 (600 mg, 1.38 mmol) and tert-butyl 4-(trifluoromethylsulfonyloxy)-5,6-dihydropyridine-1(2H)-carboxylate (456 mg, 1.38 mmol). Tert-butyl 4-{7-fluoro-2-[2-fluoro-4-(methylsulfonyl)phenyl]benzo[d]oxazol-5-yl}-5,6-dihydropyridine-1(2H)-carboxylate (150 mg, 0.30 mmol) dissolved in MeOH and added Pd/C (71 mg). Th... Reactants: C1=CC=C(C=C1)P(C2=CC=CC=C2)C3=CC=CC=C3OC4=CC=CC=C4P(C5=CC=CC=C5)C6=CC=CC=C6 (DPEPhos), ClC=1C=CC(=C(C#N)C1)NC1=CC(=NC=C1Cl)Cl (5-chloro-2-[(2,5-dichloro-4-pyridinyl)amino]benzonitrile), CC1=NN(C(=C1)N)C(C)C (3-methyl-1-(1-methylethyl)-1H-pyrazol-5-amine), C([O-])([O-])=O.[Cs+].[Cs+] (cesium carbonate). The reagents and catalysts are C(C)(=O)[O-].[Pd+2].C(C)(=O)[O-] (palladium acetate). Run in O1CCOCC1 (1,4-dioxane). Yields the product ClC=1C=CC(=C(C#N)C1)NC1=CC(=NC=C1Cl)NC1=CC(=NN1C(C)C)C (5-Chloro-2-[(5-chloro-2-{[3-methyl-1-(1-methylethyl)-1H-pyrazol-5-yl]amino}-4-pyridinyl)amino]benzonitrile). The yield is 35.1%. As a reaction SMILES: [Cl:1][C:2]1[CH:3]=[CH:4][C:5]([NH:10][C:11]2[C:16]([Cl:17])=[CH:15][N:14]=[C:13](Cl)[CH:12]=2)=[C:6]([CH:9]=1)[C:7]#[N:8].[CH3:19][C:20]1[CH:24]=[C:23]([NH2:25])[N:22]([CH:26]([CH3:28])[CH3:27])[N:21]=1.C(=O)([O-])[O-].[Cs+].[Cs+].C1C=CC(P(C2C(OC3C(P(C4C=CC=CC=4)C4C=CC=CC=4)=CC=CC=3)=CC=CC=2)C2C=CC=CC=2)=CC=1>O1CCOCC1.C([O-])(=O)C.[Pd+2].C([O-])(=O)C>[Cl:1][C:2]1[CH:3]=[CH:4][C:5]([NH:10][C:11]2[C:16]([Cl:17])=[CH:15][N:14]=[C:13]([NH:25][C:23]3[N:22]([CH:26]([CH3:28])[CH3:27])[N:21]=[C:20]([CH3:19])[CH:24]=3)[CH:12]=2)=[C:6]([CH:9]=1)[C:7]#[N:8] |f:2.3.4,7.8.9|. Procedure: To a solution of 5-chloro-2-[(2,5-dichloro-4-pyridinyl)amino]benzonitrile (1.8 g, 6.03 mmol) and 3-methyl-1-(1-methylethyl)-1H-pyrazol-5-amine (0.839 g, 6.03 mmol) in 1,4-dioxane (40 mL) was added cesium carbonate (5.89 g, 18.09 mmol) and the reaction mixture was degassed. DPEPhos (0.260 g, 0.482 mmol) was added followed by palladium acetate (0.054 g, 0.241 mmol) and the reaction mixture was heated to reflux overnight. The suspension was then filtered. The dioxane was evaporated. Solid was parti...